Dataset: the Open Reaction Database (ORD), a public repository of structured organic reaction records. Task: describe an organic reaction: reactants, conditions, products, and yield As a reaction SMILES: [CH2:1]([OH:4])[CH2:2][CH3:3].[CH2:5]([O:7][CH2:8][CH3:9])[CH3:6]>OS(O)(=O)=O>[CH2:1]([O:4][C:1](=[O:4])[CH2:2][C:3]1[CH:3]=[CH:2][C:1]([OH:4])=[C:5]([O:7][CH2:8][CH3:9])[CH:6]=1)[CH2:2][CH3:3]. Reactants: C(C)OCC (diethyl ether), Compound B3, C(CC)O (1-propanol), C(CC)O (1-propanol). Procedure details: Compound B3 (1.40 g, 5.87 mmol) was dissolved in an excess of 1-propanol (50 mL), concentrated H2SO4 (3 drops) was added, and the mixture was heated at 90° C. for ˜18 hours. The volume of 1-propanol was reduced under vacuum, then the mixture was diluted with diethyl ether, washed with saturated sodium bicarbonate solution (2×), distilled water (1×), brine (1×), dried over magnesium sulfate and solvent was removed under vacuum, giving 3-ethoxy-4-hydroxyphenylacetic acid propyl ester as a yellow o... Reagents/catalysts: OS(=O)(=O)O (H2SO4). Reaction conditions: temperature 90 celsius. The product is C(CC)OC(CC1=CC(=C(C=C1)O)OCC)=O (3-ethoxy-4-hydroxyphenylacetic acid propyl ester). Reactants: CCS(=O)(=O)NC(c1cncc(Br)c1)C1CC1, O=C([O-])[O-], CC1(C)OB(c2ccc(C#N)cc2F)OC1(C)C, [Na+], [Na+], CN(C)C=O, Cl[Pd]Cl, c1ccc(P(c2ccccc2)c2ccccc2)cc1, c1ccc(P(c2ccccc2)c2ccccc2)cc1. Yields the product CCS(=O)(=O)NC(c1cncc(-c2ccc(C#N)cc2F)c1)C1CC1. Reaction SMILES: [Br:19][c:20]1[cH:21][c:22]([CH:26]([NH:27][S:28](=[O:29])(=[O:30])[CH2:31][CH3:32])[CH:33]2[CH2:34][CH2:35]2)[cH:23][n:24][cH:25]1.[C:36](=[O:37])([O-:38])[O-:39].[F:1][c:2]1[cH:3][c:4]([C:5]#[N:6])[cH:7][cH:8][c:9]1[B:10]1[O:11][C:12]([CH3:13])([CH3:14])[C:15]([CH3:16])([CH3:17])[O:18]1.[Na+:40].[Na+:41].[O:42]=[CH:43][N:44]([CH3:45])[CH3:46].[Pd:47]([Cl:48])[Cl:49].[c:50]1([P:51]([c:52]2[cH:53][cH:54][cH:55][cH:56][cH:57]2)[c:58]2[cH:59][cH:60][cH:61][cH:62][cH:63]2)[cH:64][cH:65][cH:66][cH:67][cH:68]1.[c:69]1([P:70]([c:71]2[cH:72][cH:73][cH:74][cH:75][cH:76]2)[c:77]2[cH:78][cH:79][cH:80][cH:81][cH:82]2)[cH:83][cH:84][cH:85][cH:86][cH:87]1>>[F:1][c:2]1[cH:3][c:4]([C:5]#[N:6])[cH:7][cH:8][c:9]1-[c:20]1[cH:21][c:22]([CH:26]([NH:27][S:28](=[O:29])(=[O:30])[CH2:31][CH3:32])[CH:33]2[CH2:34][CH2:35]2)[cH:23][n:24][cH:25]1. The reactants are FC=1C=C(C=CC1)C=1C=C(C=C(C1)OC)CNC=1C(=C(C=CC1C)O)C (3-[[3-(3-fluorophenyl)-5-methoxy-phenyl]methylamino]-2,4-dimethyl-phenol), C(=O)([O-])[O-].[Cs+].[Cs+] (Cs2CO3), O (water), BrCC(=O)OC(C)C (isopropyl bromoacetate). The solvent is CC(CC)=O (2-butanone). Run at time 30 minute. Product: FC=1C=C(C=CC1)C=1C=C(C=C(C1)OC)CNC=1C(=C(OCC(=O)OC(C)C)C=CC1C)C (Isopropyl 2-[3-[[3-(3-fluorophenyl)-5-methoxy-phenyl]methylamino]-2,4-dimethyl-phenoxy]acetate). Yield: 63.1%. As a reaction SMILES: [F:1][C:2]1[CH:3]=[C:4]([C:8]2[CH:9]=[C:10]([CH2:16][NH:17][C:18]3[C:19]([CH3:26])=[C:20]([OH:25])[CH:21]=[CH:22][C:23]=3[CH3:24])[CH:11]=[C:12]([O:14][CH3:15])[CH:13]=2)[CH:5]=[CH:6][CH:7]=1.C([O-])([O-])=O.[Cs+].[Cs+].Br[CH2:34][C:35]([O:37][CH:38]([CH3:40])[CH3:39])=[O:36].O>CC(=O)CC>[F:1][C:2]1[CH:3]=[C:4]([C:8]2[CH:9]=[C:10]([CH2:16][NH:17][C:18]3[C:19]([CH3:26])=[C:20]([CH:21]=[CH:22][C:23]=3[CH3:24])[O:25][CH2:34][C:35]([O:37][CH:38]([CH3:40])[CH3:39])=[O:36])[CH:11]=[C:12]([O:14][CH3:15])[CH:13]=2)[CH:5]=[CH:6][CH:7]=1 |f:1.2.3|. Procedure: To a solution of 3-[[3-(3-fluorophenyl)-5-methoxy-phenyl]methylamino]-2,4-dimethyl-phenol (700 mg, 2.0 mmol, 1.0 eq) in 2-butanone (4 mL) was added Cs2CO3 (973 mg, 3 mmol, 1.5 eq). The reaction mixture was stirred for 30 min then isopropyl bromoacetate (432 mg, 2.4 mmol, 1.2 eq) was added. The reaction mixture was stirred at room temperature for a further 1 h then poured into water and extracted with EtOAc. The combined organic extracts were washed with water and brine, dried (Na2SO4), filtered ... Starting materials: N1N=NN=C1C=1C=C(C=CC1)NC(=O)C1(CCN(CC1)C(=O)OC(C)(C)C)C (tert-butyl 4-(3-(1H-tetrazol-5-yl)phenylcarbamoyl)-4-methylpiperidine-1-carboxylate), Cl (HCl). Run in CO (methanol). Run at temperature 50 celsius. Yields the product N1N=NN=C1C=1C=C(C=CC1)NC(=O)C1(CCNCC1)C (N-(3-(1H-tetrazol-5-yl)phenyl)-4-methylpiperidine-4-carboxamide), hydrochloride salt. Reaction SMILES: [NH:1]1[C:5]([C:6]2[CH:7]=[C:8]([NH:12][C:13]([C:15]3([CH3:28])[CH2:20][CH2:19][N:18](C(OC(C)(C)C)=O)[CH2:17][CH2:16]3)=[O:14])[CH:9]=[CH:10][CH:11]=2)=[N:4][N:3]=[N:2]1.Cl>CO>[NH:4]1[C:5]([C:6]2[CH:7]=[C:8]([NH:12][C:13]([C:15]3([CH3:28])[CH2:20][CH2:19][NH:18][CH2:17][CH2:16]3)=[O:14])[CH:9]=[CH:10][CH:11]=2)=[N:1][N:2]=[N:3]1. Procedure: tert-Butyl 4-(3-(1H-tetrazol-5-yl)phenylcarbamoyl)-4-methylpiperidine-1-carboxylate from step A (0.11 g, 0.29 mmol) was treated with HCl (4.0 N in dioxane, 0.36 mL, 1.45 mmol) in methanol (2.0 mL) and heated at 50° C. for 30 minutes. The mixture was concentrated to give the title compound as the hydrochloride salt in quantitative yield. MS (ES+) [M+H]+=287. Reactants: Cc1n[nH]c2ncc(Br)cc12, CCOC(C)=O, [Na+], [Na+], O=C([O-])[O-], C1COCCO1, O. Product: Cc1n[nH]c2ncc(C(=O)O)cc12. As a reaction SMILES: [Br:1][c:2]1[cH:3][c:4]2[c:5]([n:6][cH:7]1)[nH:8][n:9][c:10]2[CH3:11].[CH3:25][CH2:26][O:27][C:28]([CH3:29])=[O:30].[Na+:18].[Na+:19].[O-:20][C:21]([O-:22])=[O:23].[O:12]1[CH2:13][CH2:14][O:15][CH2:16][CH2:17]1.[OH2:24]>>[c:2]1([C:21](=[O:20])[OH:22])[cH:3][c:4]2[c:5]([n:6][cH:7]1)[nH:8][n:9][c:10]2[CH3:11]. Reactants: FC=1C=C2C(=CNC2=CC1)C1CC(CC1)=O (3-(5-fluoro-1H-indol-3-yl)-cyclopentanone), C(C1=CC=CC=C1)N (benzylamine), C(C)(=O)O (acetic acid), C(C)(=O)O[BH-](OC(C)=O)OC(C)=O.[Na+] (Sodium triacetoxy borohydride). The solvent is [OH-].[Na+] (NaOH). Conditions: time 24 hour. The product is C(C1=CC=CC=C1)NC1CC(CC1)C1=CNC2=CC=C(C=C12)F (N-Benzyl-3-(5-fluoro-1H-indol-3-yl)-cyclopentylamine). Isolated yield 105.5%. Reaction SMILES: [F:1][C:2]1[CH:3]=[C:4]2[C:8](=[CH:9][CH:10]=1)[NH:7][CH:6]=[C:5]2[CH:11]1[CH2:15][CH2:14][C:13](=O)[CH2:12]1.[CH2:17]([NH2:24])[C:18]1[CH:23]=[CH:22][CH:21]=[CH:20][CH:19]=1.C(O)(=O)C.C(O[BH-](OC(=O)C)OC(=O)C)(=O)C.[Na+]>[OH-].[Na+]>[CH2:17]([NH:24][CH:13]1[CH2:14][CH2:15][CH:11]([C:5]2[C:4]3[C:8](=[CH:9][CH:10]=[C:2]([F:1])[CH:3]=3)[NH:7][CH:6]=2)[CH2:12]1)[C:18]1[CH:23]=[CH:22][CH:21]=[CH:20][CH:19]=1 |f:3.4,5.6|. Procedure: A mixture 3-(5-fluoro-1H-indol-3-yl)-cyclopentanone (1.0 g, 4.61 mmol), benzylamine (0.54 g, 5.05 mmol) and glacial acetic acid (0.7 mL, 1.08 mmol) were stirred at room temperature for 30 minutes. Sodium triacetoxy borohydride (1.5 g; 7.11 mmole) was added portionwise over a 10 minutes period. The reaction was stirred at room temperature for 24 hours. The reaction mixture was poured into 1 N aqueous NaOH (80 mL) and extracted with ethyl acetate (3×100 mL). The combined organic layers were washed... Reactants: CS(C)=O, COc1ccc2c(Cl)nc(CN(C)C)c(-c3ccccc3)c2c1, N#C[Cu]. Yields the product COc1ccc2c(C#N)nc(CN(C)C)c(-c3ccccc3)c2c1. RXN SMILES: [CH3:27][S:28]([CH3:29])=[O:30].[Cl:1][c:2]1[n:3][c:4]([CH2:20][N:21]([CH3:22])[CH3:23])[c:5](-[c:14]2[cH:15][cH:16][cH:17][cH:18][cH:19]2)[c:6]2[cH:7][c:8]([O:12][CH3:13])[cH:9][cH:10][c:11]12.[Cu:24][C:25]#[N:26]>>[c:2]1([C:25]#[N:26])[n:3][c:4]([CH2:20][N:21]([CH3:22])[CH3:23])[c:5](-[c:14]2[cH:15][cH:16][cH:17][cH:18][cH:19]2)[c:6]2[cH:7][c:8]([O:12][CH3:13])[cH:9][cH:10][c:11]12. The reactants are C(C)(C)(C)NC(=O)NC1(C(C(=C(C2=CC=CC=C12)O)C1=NS(C2=C(N1)C=CC(=C2)NS(=O)(=O)C)(=O)=O)=O)CCC(C)C (N-{3-[4-{[(tert-butylamino)carbonyl]amino}-1-hydroxy-4-(3-methylbutyl)-3-oxo-3,4-dihydronaphthalen-2-yl]-1,1-dioxido-4H-1,2,4-benzothiadiazin-7-yl}methanesulfonamide), FC(C(=O)O)(F)F (trifluoroacetic acid). Run in ClCCl (dichloromethane). Conditions: time 18 hour. Product: NC(=O)NC1(C(C(=C(C2=CC=CC=C12)O)C1=NS(C2=C(N1)C=CC(=C2)NS(=O)(=O)C)(=O)=O)=O)CCC(C)C (N-{3-[4-[(aminocarbonyl)amino]-1-hydroxy-4-(3-methylbutyl)-3-oxo-3,4-dihydronaphthalen-2-yl]-1,1-dioxido-4H-1,2,4-benzothiadiazin-7-yl}methanesulfonamide). Isolated yield 95.9%. As a reaction SMILES: C([NH:5][C:6]([NH:8][C:9]1([CH2:38][CH2:39][CH:40]([CH3:42])[CH3:41])[C:18]2[C:13](=[CH:14][CH:15]=[CH:16][CH:17]=2)[C:12]([OH:19])=[C:11]([C:20]2[NH:25][C:24]3[CH:26]=[CH:27][C:28]([NH:30][S:31]([CH3:34])(=[O:33])=[O:32])=[CH:29][C:23]=3[S:22](=[O:36])(=[O:35])[N:21]=2)[C:10]1=[O:37])=[O:7])(C)(C)C.FC(F)(F)C(O)=O>ClCCl>[NH2:5][C:6]([NH:8][C:9]1([CH2:38][CH2:39][CH:40]([CH3:42])[CH3:41])[C:18]2[C:13](=[CH:14][CH:15]=[CH:16][CH:17]=2)[C:12]([OH:19])=[C:11]([C:20]2[NH:25][C:24]3[CH:26]=[CH:27][C:28]([NH:30][S:31]([CH3:34])(=[O:32])=[O:33])=[CH:29][C:23]=3[S:22](=[O:36])(=[O:35])[N:21]=2)[C:10]1=[O:37])=[O:7]. Procedure details: To a solution of the product of Example 57 (8 mg, 0.013 mmol) in dichloromethane (0.3 mL) was added trifluoroacetic acid (0.3 mL). The solution was stirred at room temperature for 18 h and then concentrated in vacuo. Column chromatography on silica (5% methanol/dichloromethane) afforded the title compound as an off-white solid (7 mg, 100%). 1H NMR (300 MHz, DMSO-d6) δ ppm 0.67 (dd, J=6.43, 3.86 Hz, 6H), 0.83-1.07 (m, 2H), 1.17-1.31 (m, 1H), 1.46-1.62 (m, 1H), 1.66-1.83 (m, 1H), 2.99 (s, 3H), 5.4...